From a dataset of the Open Reaction Database (ORD), a public repository of structured organic reaction records. describe an organic reaction: reactants, conditions, products, and yield Starting materials: COc1ccc2[nH]c(SCc3ncc(C)c(Cl)c3C)nc2c1, CO, C[O-], CCOC(C)=O, Cl, [Na+]. The product is COc1ccc2[nH]c(SCc3ncc(C)c(OC)c3C)nc2c1. As a reaction SMILES: [CH3:1][O:2][c:3]1[cH:4][c:5]2[c:6]([nH:7][c:8]([S:10][CH2:11][c:12]3[n:13][cH:14][c:15]([CH3:20])[c:16]([Cl:19])[c:17]3[CH3:18])[n:9]2)[cH:21][cH:22]1.[CH3:23][OH:24].[CH3:25][O-:26].[CH3:29][CH2:30][O:31][C:32](=[O:33])[CH3:34].[ClH:28].[Na+:27]>>[CH3:1][O:2][c:3]1[cH:4][c:5]2[c:6]([nH:7][c:8]([S:10][CH2:11][c:12]3[n:13][cH:14][c:15]([CH3:20])[c:16]([O:24][CH3:23])[c:17]3[CH3:18])[n:9]2)[cH:21][cH:22]1. The reactants are FC1=C(C=CC=C1)C=CC(=O)O (3-(2-fluoro-phenyl)-acrylic acid). The reagents and catalysts are [Rh] (Rh/Al2O3). Solvent: C1CCOC1 (THF). Product: FC1=C(C=CC=C1)CCC(=O)O (3-(2-fluoro-phenyl)-propionic acid). As a reaction SMILES: [F:1][C:2]1[CH:7]=[CH:6][CH:5]=[CH:4][C:3]=1[CH:8]=[CH:9][C:10]([OH:12])=[O:11]>C1COCC1.[Rh]>[F:1][C:2]1[CH:7]=[CH:6][CH:5]=[CH:4][C:3]=1[CH2:8][CH2:9][C:10]([OH:12])=[O:11]. Procedure details: 3-(2-fluoro-phenyl)-acrylic acid (10.00 g, 60.30 mmol) in THF was mixed with Rh/Al2O3 (500 mg) and hydrogenated for 14 hours. The reaction mixture was filtered through celite and the filtrate was concentrated to give 3-(2-fluoro-phenyl)-propionic acid. 3-(2-chloro-phenyl)-propionic acid (10.0 g, 43.70 mmol) was then reacted with SOCl2 (6.60 mL, 90.48 mmol) and AlCl3 (9.00 g, 67.50 mmol) according to the protocols as outlined in general procedure C to afford the title compound. vi Musso, David L....